Dataset: the Open Reaction Database (ORD), a public repository of structured organic reaction records. Task: describe an organic reaction: reactants, conditions, products, and yield The reactants are [H-].[Al+3].[Li+].[H-].[H-].[H-] (lithium aluminum hydride), COC(=O)[C@@H]1CN(C[C@@H]1C(=O)OC)C (1-methyl-cis-3,4-pyrrolidinedicarboxylic acid dimethyl ester). The solvent is O1CCCC1 (tetrahydrofuran), O1CCCC1 (tetrahydrofuran). Reaction conditions: time 1 hour. The product is CN1C[C@H]([C@H](C1)CO)CO (1-methyl-cis-3,4-di (hydroxymethyl) pyrrolidine). Isolated yield 92.3%. RXN SMILES: [H-].[Al+3].[Li+].[H-].[H-].[H-].C[O:8][C:9]([C@H:11]1[C@@H:15]([C:16](OC)=[O:17])[CH2:14][N:13]([CH3:20])[CH2:12]1)=O>O1CCCC1>[CH3:20][N:13]1[CH2:14][C@H:15]([CH2:16][OH:17])[C@H:11]([CH2:9][OH:8])[CH2:12]1 |f:0.1.2.3.4.5|. Procedure details: To a suspension of 3.8 gm (100 mMol) lithium aluminum hydride in 200 mL tetrahydrofuran were added dropwise a solution of 10.0 gm (50.0 mMol) 1-methyl-cis-3,4-pyrrolidinedicarboxylic acid dimethyl ester in 50.0 mL tetrahydrofuran. The reaction mixture was stirred at ambient for about 1 hour and was then quenched by the sequential addition of 3.8 mL water, 3.8 mL 15% aqueous sodium hydroxide solution and 11.4 mL of water. The resultant mixture was stirred at ambient for 20 hours. At this point th... Starting materials: CC1(CCC2=NC3=CC(=CC=C3C(N2C1)=O)C(=O)O)C (8,8-dimethyl-11-oxo-7,8,9,11-tetrahydro-6H-pyrido[2,1-b]quinazoline-3-carboxylic acid), ONC(C1=NC=CC=C1)=N (N-hydroxypicolinimidamide), CCN=C=NCCCN(C)C (EDCI), C=1C=CC2=C(C1)N=NN2O (HOBt). Solvent: CN(C)C=O (DMF), O (H2O). Product: C1CN2CC1C(C2)C3=NC(=NO3)N (oxadiazole). Reaction SMILES: C[C:2]1([CH3:20])[CH2:15][N:14]2[C:5](=NC3C([C:13]2=O)=CC=C(C(O)=O)C=3)[CH2:4][CH2:3]1.[OH:21][NH:22][C:23](=[NH:30])C1C=CC=CN=1.CC[N:33]=C=NCCCN(C)C.C1C=CC2N(O)N=NC=2C=1>CN(C=O)C.O>[CH2:4]1[CH:3]2[CH:2]([C:20]3[O:21][N:22]=[C:23]([NH2:30])[N:33]=3)[CH2:15][N:14]([CH2:13]2)[CH2:5]1. Procedure: A solution of an acid (e.g., 8,8-dimethyl-11-oxo-7,8,9,11-tetrahydro-6H-pyrido[2,1-b]quinazoline-3-carboxylic acid, 1 equiv), N-hydroxypicolinimidamide (1.5 equiv), EDCI (1.5 equiv) and HOBt (1.5 equiv) in DMF was stirred at 80° C. overnight. The reaction was cooled to room temperature, then the reaction mixture was diluted with H2O and extracted with EtOAc. The combined organic layers were washed with brine and dried over Na2SO4. After filtration and concentration, the crude residue was purifie... RXN SMILES: [Cl:1][C:2]1[C:7]([CH3:8])=[CH:6][C:5]([OH:9])=[C:4]([CH:10]([CH3:12])[CH3:11])[CH:3]=1.C(=O)([O-])[O-].[K+].[K+].[CH2:19](Br)[CH:20]=[CH2:21].C(OCC=C)C=C>C1(C)C=C(C)C=C(C)C=1>[CH2:21]([C:6]1[C:7]([CH3:8])=[C:2]([Cl:1])[CH:3]=[C:4]([CH:10]([CH3:12])[CH3:11])[C:5]=1[OH:9])[CH:20]=[CH2:19] |f:1.2.3|. The product is C(C=C)C1=C(C(=CC(=C1C)Cl)C(C)C)O (2-allyl-4-chloro-6-isopropyl-3-methylphenol). Starting materials: C(C=C)OCC=C (allyl ether), ClC1=CC(=C(C=C1C)O)C(C)C (4-chloro-2-isopropyl-5-methylphenol), Intermediate 8, C([O-])([O-])=O.[K+].[K+] (potassium carbonate), C(C=C)Br (allyl bromide). Run in C1(=CC(=CC(=C1)C)C)C (mesitylene). Reported procedure: Treatment of 4-chloro-2-isopropyl-5-methylphenol (10.00 g, 0.054 mol) with potassium carbonate (29.94 g, 0.217 mol) and allyl bromide (7.86 g, 0.065 mol), followed by refluxing the resultant allyl ether in mesitylene generally according to the procedure described for Intermediate 8 provided 8.92 g (73%) of 2-allyl-4-chloro-6-isopropyl-3-methylphenol as a colorless oil. Rf=0.85 (silica, ethyl acetate:hexanes 1:9); Anal. calcd. for C13H17ClO: C, 69.48; H, 7.62. Found: C, 69.87; H, 7.43. Isolated yield 73.5%. Reactants: O=C1COC2=C(N1)C=C(C=C2)C#N (3-oxo-3,4-dihydro-2H-1,4-benzoxazine-6-carbonitrile), CS(=O)(=O)OCC[C@@H]1CC[C@H](CC1)NC(=O)OC(C)(C)C (2-{trans-4-[(tert butoxycarbonyl)amino]cyclohexyl}ethyl methanesulfonate), CS(=O)(=O)OCC[C@@H]1CC[C@H](CC1)NC(=O)OC(C)(C)C (2-{trans-4-[(tert butoxycarbonyl)amino]cyclohexyl}ethyl methanesulfonate), O=C1COC2=C(N1)C=C(C=C2)C#N (3-oxo-3,4-dihydro-2H-1,4-benzoxazine-6-carbonitrile), [H-].[Na+] (sodium hydride), COC1=CC=C2C=CC(N(C2=C1)CCN1CCC(CC1)NC(OC(C)(C)C)=O)=O (tert-butyl {1-[2-(7-methoxy-2-oxoquinolin-1(2H)-yl)ethyl]piperidin-4-yl}carbamate). Run in ClCCl.CO (dichloromethane methanol). Product: C(#N)C=1C=CC2=C(N(C(CO2)=O)CC[C@@H]2CC[C@H](CC2)NC(OC(C)(C)C)=O)C1 (tert-Butyl {trans-4-[2-(6-cyano-3-oxo-2,3-dihydro-4H-1,4-benzoxazin-4-yl)ethyl]cyclohexyl}carbamate). The yield is 50.0%. Reaction SMILES: [O:1]=[C:2]1[NH:7][C:6]2[CH:8]=[C:9]([C:12]#[N:13])[CH:10]=[CH:11][C:5]=2[O:4][CH2:3]1.[H-].[Na+].CS(O[CH2:21][CH2:22][C@H:23]1[CH2:28][CH2:27][C@H:26]([NH:29][C:30]([O:32][C:33]([CH3:36])([CH3:35])[CH3:34])=[O:31])[CH2:25][CH2:24]1)(=O)=O.COC1C=C2C(C=CC(=O)N2CCN2CCC(NC(=O)OC(C)(C)C)CC2)=CC=1>ClCCl.CO>[C:12]([C:9]1[CH:10]=[CH:11][C:5]2[O:4][CH2:3][C:2](=[O:1])[N:7]([CH2:21][CH2:22][C@H:23]3[CH2:24][CH2:25][C@H:26]([NH:29][C:30](=[O:31])[O:32][C:33]([CH3:36])([CH3:35])[CH3:34])[CH2:27][CH2:28]3)[C:6]=2[CH:8]=1)#[N:13] |f:1.2,5.6|. Reported procedure: 3-Oxo-3,4-dihydro-2H-1,4-benzoxazine-6-carbonitrile (Intermediate 60) (350 mg, 2.0 mmol) was deprotonated with sodium hydride and alkylated with 2-{trans-4-[(tert butoxycarbonyl)amino]cyclohexyl}ethyl methanesulfonate (Intermediate 76) as described for Intermediate 2. Chromatography on silica gel with dichloromethane/methanol (20:1) afforded the product as a solid (50%). The reactants are CC(=O)Nc1cscn1, CC(=O)[O-], CC(=O)OC(C)=O, ClC(Cl)Cl, [Na+], c1ccncc1. Product: CC(=O)N(C(C)=O)c1cscn1. As a reaction SMILES: [C:1]([CH3:2])(=[O:3])[NH:4][c:5]1[n:6][cH:7][s:8][cH:9]1.[CH3:11][C:12]([O-:13])=[O:14].[CH3:19][C:20]([O:21][C:22](=[O:23])[CH3:24])=[O:25].[CH:15]([Cl:16])([Cl:17])[Cl:18].[Na+:10].[cH:26]1[cH:27][cH:28][n:29][cH:30][cH:31]1>>[C:1]([CH3:2])(=[O:3])[N:4]([c:5]1[n:6][cH:7][s:8][cH:9]1)[C:12]([CH3:11])=[O:13].